From a dataset of the Open Reaction Database (ORD), a public repository of structured organic reaction records. describe an organic reaction: reactants, conditions, products, and yield As a reaction SMILES: [CH3:1][O:2][C:3]1[CH:4]=[C:5]2[C:10](=[CH:11][C:12]=1[O:13][CH3:14])[N:9]=[CH:8][CH:7]=[C:6]2[O:15][C:16]1[CH:25]=[C:24]2[C:19]([CH:20]=[CH:21][C:22]([NH2:26])=[CH:23]2)=[CH:18][CH:17]=1.C([O-])([O-])=O.[K+].[K+].[Cl:33][C:34]1[CH:42]=[CH:41][C:37]([C:38](Cl)=[O:39])=[CH:36][CH:35]=1>C(Cl)Cl.O>[CH3:1][O:2][C:3]1[CH:4]=[C:5]2[C:10](=[CH:11][C:12]=1[O:13][CH3:14])[N:9]=[CH:8][CH:7]=[C:6]2[O:15][C:16]1[CH:25]=[C:24]2[C:19]([CH:20]=[CH:21][C:22]([NH:26][C:38](=[O:39])[C:37]3[CH:41]=[CH:42][C:34]([Cl:33])=[CH:35][CH:36]=3)=[CH:23]2)=[CH:18][CH:17]=1 |f:1.2.3|. Procedure: To a solution of 7-(6,7-dimethoxyquinolin-4-yloxy)naphthalen-2-amine (0.110 g, 0.31 mmol) in 10 ml of CH2Cl2 was added K2CO3 (0.086 g, 0.62 mmol). The mixture was cooled to 0° C. and 4-chlorobenzoyl chloride (44 mL, 0.34 mmol) was added. The solution was stirred for 16 h and allowed to gradually warm up to RT. The reaction was diluted with water and extracted with EtOAc 3×. The organic layer was dried (Na2SO4), filtered and concentrated. The residue was purified using a Gilson Prep HPLC system. ... Run at temperature 0 celsius, time 16 hour. Yields the product COC=1C=C2C(=CC=NC2=CC1OC)OC1=CC=C2C=CC(=CC2=C1)NC(C1=CC=C(C=C1)Cl)=O (N-(7-((6,7-bis(methoxy)-4-quinolinyl)oxy)-2-naphthalenyl)-4-chlorobenzamide). Solvent: O (water), C(Cl)Cl (CH2Cl2). Reactants: COC=1C=C2C(=CC=NC2=CC1OC)OC1=CC=C2C=CC(=CC2=C1)N (7-(6,7-dimethoxyquinolin-4-yloxy)naphthalen-2-amine), C(=O)([O-])[O-].[K+].[K+] (K2CO3), ClC1=CC=C(C(=O)Cl)C=C1 (4-chlorobenzoyl chloride). Reactants: C([O-])([O-])=O.[K+].[K+] (Potassium carbonate), BrCCOC1OCCCC1 (2-(2-bromoethoxy)tetrahydro-2H-pyran), [I-].C(CCC)[NH3+] (n-butylammonium iodide), ClC1=C(C=CC(=C1)OC)C1=NN2C(C(N1)=O)=C(C=C2C)C(CC)CC (2-(2-chloro-4-methoxyphenyl)-5-(1-ethylpropyl)-7-methylpyrrolo[2,1-f][1,2,4]triazin-4(3H)-one). Run in C(C)(=O)OCC (Ethyl acetate), CN(C=O)C (N,N-dimethylformamide). Conditions: time 10 minute. The product is ClC1=C(C=CC(=C1)OC)C1=NN2C(C(N1CCO)=O)=C(C=C2C)C(CC)CC (2-(2-chloro-4-methoxyphenyl)-5-(1-ethylpropyl)-3-(2-hydroxyethyl)-7-methylpyrrolo[2,1-f][1,2,4]triazin-4(3H)-one). Reaction SMILES: C(=O)([O-])[O-].[K+].[K+].Br[CH2:8][CH2:9][O:10]C1CCCCO1.[I-].C([NH3+])CCC.[Cl:23][C:24]1[CH:29]=[C:28]([O:30][CH3:31])[CH:27]=[CH:26][C:25]=1[C:32]1[NH:37][C:36](=[O:38])[C:35]2=[C:39]([CH:43]([CH2:46][CH3:47])[CH2:44][CH3:45])[CH:40]=[C:41]([CH3:42])[N:34]2[N:33]=1>C(OCC)(=O)C.CN(C)C=O>[Cl:23][C:24]1[CH:29]=[C:28]([O:30][CH3:31])[CH:27]=[CH:26][C:25]=1[C:32]1[N:37]([CH2:8][CH2:9][OH:10])[C:36](=[O:38])[C:35]2=[C:39]([CH:43]([CH2:46][CH3:47])[CH2:44][CH3:45])[CH:40]=[C:41]([CH3:42])[N:34]2[N:33]=1 |f:0.1.2,4.5|. Procedure: Potassium carbonate (60 mg), 2-(2-bromoethoxy)tetrahydro-2H-pyran (175 μL) and n-butylammonium iodide (20 mg) were added to the N,N-dimethylformamide solution (2 mL) of the compound prepared in Example 36 (104 mg). The reaction mixture was stirred at room temperature for 4 hours 10 minutes. Ethyl acetate (50 mL) was added to the reaction mixture. The reaction mixture was washed twice with water and washed once with a saturated aqueous solution of sodium chloride. The reaction mixture was dried w...